Dataset: the Open Reaction Database (ORD), a public repository of structured organic reaction records. Task: describe an organic reaction: reactants, conditions, products, and yield Starting materials: NC12CC3CC(CC(C3)C1)C2, O, c1ccncc1, O=C(Cl)c1cnc2ccccc2n1. The product is O=C(NC12CC3CC(CC(C3)C1)C2)c1cnc2ccccc2n1. Reaction SMILES: [C:14]12([NH2:24])[CH2:15][CH:16]3[CH2:17][CH:18]([CH2:19][CH:20]([CH2:21]1)[CH2:22]3)[CH2:23]2.[OH2:25].[cH:26]1[cH:27][cH:28][n:29][cH:30][cH:31]1.[n:1]1[c:2]([C:11](=[O:12])[Cl:13])[cH:3][n:4][c:5]2[cH:6][cH:7][cH:8][cH:9][c:10]12>>[n:1]1[c:2]([C:11](=[O:12])[NH:24][C:14]23[CH2:15][CH:16]4[CH2:17][CH:18]([CH2:19][CH:20]([CH2:21]2)[CH2:22]4)[CH2:23]3)[cH:3][n:4][c:5]2[cH:6][cH:7][cH:8][cH:9][c:10]12.